From a dataset of the Open Reaction Database (ORD), a public repository of structured organic reaction records. describe an organic reaction: reactants, conditions, products, and yield The reactants are CC(C)O, CCCCC(C(=O)OCc1ccccc1)n1ccnc1. The product is CCCCC(C(=O)O)n1ccnc1. RXN SMILES: [CH:21]([OH:22])([CH3:23])[CH3:24].[n:1]1([CH:6]([C:7](=[O:8])[O:9][CH2:10][c:11]2[cH:12][cH:13][cH:14][cH:15][cH:16]2)[CH2:17][CH2:18][CH2:19][CH3:20])[cH:2][n:3][cH:4][cH:5]1>>[n:1]1([CH:6]([C:7](=[O:8])[OH:9])[CH2:17][CH2:18][CH2:19][CH3:20])[cH:2][n:3][cH:4][cH:5]1. Starting materials: C(CC)C1=C(C=C(C=C1OC)OC)OC (2-propyl-1,3,5-trimethoxybenzene), [Li]CCCC (n-BuLi), O (water), C(=O)=O (dry ice). The solvent is C1CCOC1 (THF), CCCCCC (hexane). Reaction conditions: time 4 hour. The product is C(CC)C=1C(=C(C(=O)O)C(=CC1OC)OC)OC (3-Propyl-2,4,6-trimethoxybenzoic acid). Isolated yield 46.0%. As a reaction SMILES: [CH2:1]([C:4]1[C:9]([O:10][CH3:11])=[CH:8][C:7]([O:12][CH3:13])=[CH:6][C:5]=1[O:14][CH3:15])[CH2:2][CH3:3].[Li]CCCC.[C:21](=[O:23])=[O:22].O>C1COCC1.CCCCCC>[CH2:1]([C:4]1[C:9]([O:10][CH3:11])=[C:8]([C:7]([O:12][CH3:13])=[CH:6][C:5]=1[O:14][CH3:15])[C:21]([OH:23])=[O:22])[CH2:2][CH3:3]. Reported procedure: To the stirred solution of 2-propyl-1,3,5-trimethoxybenzene (3.00 g, 14.27 mmol) in dry THF (50 mL) at 0° C. in nitrogen atmosphere was added 6.28 mL (15.7 mmol) of 2.5 M n-BuLi in hexane dropwise via syringe. After the resulting solution was stirred at room temperature for 4 hr, 20 g of dry ice was added in portions over 20 min. After 30 min 50 mL of water was added. The mixture was evaporated under reduced pressure to remove THF and the aqueous phase was extracted with ether, acidified with hy... Reactants: C(CCC)N1C(=C(C(C=C1C)=O)C(=O)NC1=C(C=CC=C1CC)CC)C (1-butyl-N-(2,6-diethylphenyl)-1,4-dihydro-2,6-dimethyl-4-oxo-3-pyridinecarboxamide), ClN1C(CCC1=O)=O (N-chlorosuccinimide), ClN1C(CCC1=O)=O (N-chloro-succinimide). The solvent is C(Cl)(Cl)Cl (chloroform). The product is C(CCC)N1C(=C(C(C(=C1C)Cl)=O)C(=O)NC1=C(C=CC=C1CC)CC)C (1-Butyl-5-chloro-N-(2,6-diethylphenyl)-1,4-dihydro-2,6-dimethyl-4-oxo-3-pyridinecarboxamide). As a reaction SMILES: [CH2:1]([N:5]1[C:10]([CH3:11])=[CH:9][C:8](=[O:12])[C:7]([C:13]([NH:15][C:16]2[C:21]([CH2:22][CH3:23])=[CH:20][CH:19]=[CH:18][C:17]=2[CH2:24][CH3:25])=[O:14])=[C:6]1[CH3:26])[CH2:2][CH2:3][CH3:4].[Cl:27]N1C(=O)CCC1=O>C(Cl)(Cl)Cl>[CH2:1]([N:5]1[C:10]([CH3:11])=[C:9]([Cl:27])[C:8](=[O:12])[C:7]([C:13]([NH:15][C:16]2[C:17]([CH2:24][CH3:25])=[CH:18][CH:19]=[CH:20][C:21]=2[CH2:22][CH3:23])=[O:14])=[C:6]1[CH3:26])[CH2:2][CH2:3][CH3:4]. Procedure details: A mixture of 500 mg (1.41 mmol, m.p. 110°-112° C.) of 1-butyl-N-(2,6-diethylphenyl)-1,4-dihydro-2,6-dimethyl-4-oxo-3-pyridinecarboxamide and 188 mg (1.41 mmol) of N-chlorosuccinimide was dissolved in 15 ml of chloroform and refluxed with stirring. To the reaction mixture, 190 mg of N-chloro-succinimide was added in twice, and refluxed for 15.2 hours. Starting materials: NC1=CC=C(C=C1)C1CN=C2N(C(NC=3C=CC=CC23)=O)C1 (3-(4-aminophenyl)-2,3,4,7-tetrahydro-6H-pyrimido[1,2-c]quinazolin-6-one), FC1=C(C=C(C=C1)C(F)(F)F)N=C=O (2-fluoro-5-(trifluoromethyl)phenyl isocyanate). Solvent: C1CCOC1 (THF). Product: FC1=C(C=C(C=C1)C(F)(F)F)NC(=O)NC1=CC=C(C=C1)C1CN=C2N(C(NC=3C=CC=CC23)=O)C1 (1-[2-Fluoro-5-(trifluoromethyl)phenyl]-3-[4-(6-oxo-3,4,6,7-tetrahydro-2H-pyrimido[1,2-c]quinazolin-3-yl)phenyl]urea). Yield: 84.2%. RXN SMILES: [NH2:1][C:2]1[CH:7]=[CH:6][C:5]([CH:8]2[CH2:22][N:12]3[C:13](=[O:21])[NH:14][C:15]4[CH:16]=[CH:17][CH:18]=[CH:19][C:20]=4[C:11]3=[N:10][CH2:9]2)=[CH:4][CH:3]=1.[F:23][C:24]1[CH:29]=[CH:28][C:27]([C:30]([F:33])([F:32])[F:31])=[CH:26][C:25]=1[N:34]=[C:35]=[O:36]>C1COCC1>[F:23][C:24]1[CH:29]=[CH:28][C:27]([C:30]([F:33])([F:32])[F:31])=[CH:26][C:25]=1[NH:34][C:35]([NH:1][C:2]1[CH:7]=[CH:6][C:5]([CH:8]2[CH2:22][N:12]3[C:13](=[O:21])[NH:14][C:15]4[CH:16]=[CH:17][CH:18]=[CH:19][C:20]=4[C:11]3=[N:10][CH2:9]2)=[CH:4][CH:3]=1)=[O:36]. Reported procedure: To a solution of 3-(4-aminophenyl)-2,3,4,7-tetrahydro-6H-pyrimido[1,2-c]quinazolin-6-one (6.1 mg, 0.021 mmol) in 0.7 mL THF was added 2-fluoro-5-(trifluoromethyl)phenyl isocyanate (0.0033 mL, 0.023 mmol) and the reaction stirred at rt. After 1 hour the reaction was quenched with MeOH, evaporated, triturated with hot EtOAc, hexane added, and the solid filtered to give the title compound as a white solid (8.8 mg, 85%). 1H NMR (Acetone-d6) δ: 9.54 (br. s, 1H), 8.77-8.82 (m, 1H), 8.63 (br. s, 1H), 8... Reactants: C1(=CC=CC=C1)OC(NC1=C(C(=NS1)OCC1=C(C=C(C(=C1)F)C)F)C(N)=O)=O ([4-carbamoyl-3-(2,5-difluoro-4-methyl-benzyloxy)-isothiazol-5-yl]-carbamic acid phenyl ester), NCCCC(CN1CCCCC1)O (5-amino-1-piperidin-1-yl-pentan-2-ol). As a reaction SMILES: C1(O[C:8](=[O:29])[NH:9][C:10]2[S:14][N:13]=[C:12]([O:15][CH2:16][C:17]3[CH:22]=[C:21]([F:23])[C:20]([CH3:24])=[CH:19][C:18]=3[F:25])[C:11]=2[C:26](=[O:28])[NH2:27])C=CC=CC=1.[NH2:30][CH2:31][CH2:32][CH2:33][CH:34]([OH:42])[CH2:35][N:36]1[CH2:41][CH2:40][CH2:39][CH2:38][CH2:37]1>>[F:25][C:18]1[CH:19]=[C:20]([CH3:24])[C:21]([F:23])=[CH:22][C:17]=1[CH2:16][O:15][C:12]1[C:11]([C:26]([NH2:27])=[O:28])=[C:10]([NH:9][C:8]([NH:30][CH2:31][CH2:32][CH2:33][CH:34]([OH:42])[CH2:35][N:36]2[CH2:37][CH2:38][CH2:39][CH2:40][CH2:41]2)=[O:29])[S:14][N:13]=1. Procedure details: The title compound was prepared from [4-carbamoyl-3-(2,5-difluoro-4-methyl-benzyloxy)-isothiazol-5-yl]-carbamic acid phenyl ester and 5-amino-1-piperidin-1-yl-pentan-2-ol by the procedure analogous to Example 6. HPLC ret. time: 3.3 minutes. 1H NMR (400 MHz, CD3OD) δ 7.18 (dd, 1H, J=6.0, 9.2 Hz), 7.05 (dd, 1H, J=6.0, 10 Hz), 5.47 (s, 2H), 3.80 (m, 1H), 3.23 (t, 2H, J=6.4 Hz), 2.7-2.4 (m, 7H), 2.25 (s, 3H), 1.8-1.4 (m, nH) ppm; MS (APCl, m/z): 512 [M+H]+. The product is FC1=C(COC2=NSC(=C2C(=O)N)NC(=O)NCCCC(CN2CCCCC2)O)C=C(C(=C1)C)F (3-(2,5-difluoro-4-methyl-benzyloxy)-5-[3-(4-hydroxy-5-piperidin-1-yl-pentyl)-ureido]-isothiazole-4-carboxylic Acid Amide). Starting materials: SCCC(=O)O (β-mercaptopropionic acid), S(CCC(=O)[O-])CCC(=O)[O-] (thiodipropionate). Yields the product S(CCC(=O)O)CCC(=O)O (thiodipropionic acid), sulfide. RXN SMILES: SCCC(O)=O.[S:7]([CH2:13][CH2:14][C:15]([O-:17])=[O:16])[CH2:8][CH2:9][C:10]([O-:12])=[O:11]>>[S:7]([CH2:13][CH2:14][C:15]([OH:17])=[O:16])[CH2:8][CH2:9][C:10]([OH:12])=[O:11]. Procedure: U.S. Pat. No. 5,256,818 to Tomioka discloses a method for making β-mercaptopropionic acid (HSCH2XH2COOH) by reacting alkaline thiodipropionate obtained from solid thiodipropionic acid, with alkaline sulfide. Specifically, sodium or potassium hydroxide is used to convert solid thiodipropionic acid to the corresponding thiodipropionate, which in turn is reacted with sodium sulfide at a temperature of 110° to 130° C. for one or several hours, preferably in the presence of residual alkaline hydroxid... Reactants: C(C)(C)C1=CC=C(C=C1)C=1N=C(SC1)N (4-(4-Isopropyl-phenyl)-thiazol-2-ylamine), C(C)(C)(C)OC(CS(=O)(=O)Cl)=O (chlorosulfonyl-acetic acid tert-butyl ester). The reagents and catalysts are CN(C)C=1C=CN=CC1 (DMAP). Product: C(C)(C)(C)OC(CS(NC=1SC=C(N1)C1=CC=C(C=C1)C(C)C)(=O)=O)=O ([4-(4-Isopropyl-phenyl)-thiazol-2-ylsulfamoyl]-acetic acid tert-butyl ester). Reaction SMILES: [CH:1]([C:4]1[CH:9]=[CH:8][C:7]([C:10]2[N:11]=[C:12]([NH2:15])[S:13][CH:14]=2)=[CH:6][CH:5]=1)([CH3:3])[CH3:2].[C:16]([O:20][C:21](=[O:27])[CH2:22][S:23](Cl)(=[O:25])=[O:24])([CH3:19])([CH3:18])[CH3:17]>CN(C1C=CN=CC=1)C>[C:16]([O:20][C:21](=[O:27])[CH2:22][S:23](=[O:24])(=[O:25])[NH:15][C:12]1[S:13][CH:14]=[C:10]([C:7]2[CH:6]=[CH:5][C:4]([CH:1]([CH3:3])[CH3:2])=[CH:9][CH:8]=2)[N:11]=1)([CH3:19])([CH3:17])[CH3:18]. Procedure: 4-(4-Isopropyl-phenyl)-thiazol-2-ylamine, chlorosulfonyl-acetic acid tert-butyl ester, DMAP (10 mol %) were combined using general procedure C (method 2) to afford [4-(4-Isopropyl-phenyl)-thiazol-2-ylsulfamoyl]-acetic acid tert-butyl ester. LCMS m/z: 398 (M+1)+; 1H NMR (CDCl3, 400 MHz): δ 1.27 (d, 6H); 1.44 (s, 9H); 2.95 (m, 1H); 4.06 (s, 2H); 6.48 (s, 1H); 7.32 (d, 2H); 7.39 (d, 2H); 10.5 (brs, 1H). Reactants: ClC1=NC(=CC2=CC(=CC=C12)OC)NC1=NNC(=C1)C ((1-chloro-6-methoxy-isoquinolin-3-yl)-(5-methyl-1H-pyrazol-3-yl)-amine), COC=1C=C(C=CC1)B(O)O (3-methoxy-phenylboronic acid). The product is COC=1C=C(C=CC1)C1=NC(=CC2=CC(=CC=C12)OC)NC1=NNC(=C1)C ([1-(3-methoxy-phenyl)-6-methoxy-isoquinolin-3-yl]-(5-methyl-1H-pyrazol-3-yl)-amine). RXN SMILES: Cl[C:2]1[C:11]2[C:6](=[CH:7][C:8]([O:12][CH3:13])=[CH:9][CH:10]=2)[CH:5]=[C:4]([NH:14][C:15]2[CH:19]=[C:18]([CH3:20])[NH:17][N:16]=2)[N:3]=1.[CH3:21][O:22][C:23]1[CH:24]=[C:25](B(O)O)[CH:26]=[CH:27][CH:28]=1>>[CH3:21][O:22][C:23]1[CH:28]=[C:27]([C:2]2[C:11]3[C:6](=[CH:7][C:8]([O:12][CH3:13])=[CH:9][CH:10]=3)[CH:5]=[C:4]([NH:14][C:15]3[CH:19]=[C:18]([CH3:20])[NH:17][N:16]=3)[N:3]=2)[CH:26]=[CH:25][CH:24]=1. Procedure: Similar procedure as described in example 131 was used, starting from (1-chloro-6-methoxy-isoquinolin-3-yl)-(5-methyl-1H-pyrazol-3-yl)-amine and 3-methoxy-phenylboronic acid to give [1-(3-methoxy-phenyl)-6-methoxy-isoquinolin-3-yl]-(5-methyl-1H-pyrazol-3-yl)-amine. LC-MS m/e 361(MH+).